describe an organic reaction: reactants, conditions, products, and yield From a dataset of the Open Reaction Database (ORD), a public repository of structured organic reaction records. The reactants are CN(S(=O)(=O)C=1SC=CC1)C=1C=CC=C2C=C(NC12)C=1SC2(CN1)CCNCC2 (N-methyl-N-[2-(1-thia-3,8-diazaspiro[4.5]dec-2-en-2-yl)-1H-indol-7-yl]thiophene-2-sulfonamide), ClCC(=O)N (chloroacetamide), C([O-])([O-])=O.[K+].[K+] (potassium carbonate), CN(C=O)C (N,N-dimethylformamide). Run in CCCCCC (hexane), O (Water). Reaction conditions: time 1 hour. Yields the product CN(C=1C=CC=C2C=C(NC12)C=1SC2(CN1)CCN(CC2)CC(=O)N)S(=O)(=O)C=2SC=CC2 (2-(2-{7-[methyl(2-thienylsulfonyl)amino]-1H-indol-2-yl}-1-thia-3,8-diazaspiro[4.5]dec-2-en-8-yl)acetamide). Isolated yield 55.0%. Reaction SMILES: [CH3:1][N:2]([C:11]1[CH:12]=[CH:13][CH:14]=[C:15]2[C:19]=1[NH:18][C:17]([C:20]1[S:21][C:22]3([CH2:29][CH2:28][NH:27][CH2:26][CH2:25]3)[CH2:23][N:24]=1)=[CH:16]2)[S:3]([C:6]1[S:7][CH:8]=[CH:9][CH:10]=1)(=[O:5])=[O:4].Cl[CH2:31][C:32]([NH2:34])=[O:33].C(=O)([O-])[O-].[K+].[K+].CN(C)C=O>CCCCCC.O>[CH3:1][N:2]([S:3]([C:6]1[S:7][CH:8]=[CH:9][CH:10]=1)(=[O:4])=[O:5])[C:11]1[CH:12]=[CH:13][CH:14]=[C:15]2[C:19]=1[NH:18][C:17]([C:20]1[S:21][C:22]3([CH2:29][CH2:28][N:27]([CH2:31][C:32]([NH2:34])=[O:33])[CH2:26][CH2:25]3)[CH2:23][N:24]=1)=[CH:16]2 |f:2.3.4|. Procedure: A mixture of N-methyl-N-[2-(1-thia-3,8-diazaspiro[4.5]dec-2-en-2-yl)-1H-indol-7-yl]thiophene-2-sulfonamide (100 mg), chloroacetamide (30 mg), potassium carbonate (40 mg) and N,N-dimethylformamide (3 mL) was stirred at room temperature for 1 hr. Water was added to the reaction mixture, and the mixture was extracted with ethyl acetate. The ethyl acetate layer was washed with saturated brine, dried (MgSO4), and concentrated. The obtained residue was subjected to silica gel column chromatography, an... Reactants: COc1cc2ncn(Cc3ccccc3)c(=O)c2cc1OC1CCC2(CC1)OCCO2, CC(=O)O, [H][H]. Product: COc1cc2nc[nH]c(=O)c2cc1OC1CCC2(CC1)OCCO2. Reaction SMILES: [CH2:1]([c:2]1[cH:3][cH:4][cH:5][cH:6][cH:7]1)[n:8]1[cH:9][n:10][c:11]2[cH:12][c:13]([O:30][CH3:31])[c:14]([O:19][CH:20]3[CH2:21][CH2:22][C:23]4([O:24][CH2:25][CH2:26][O:27]4)[CH2:28][CH2:29]3)[cH:15][c:16]2[c:17]1=[O:18].[CH3:34][C:35](=[O:36])[OH:37].[H:32][H:33]>>[nH:8]1[cH:9][n:10][c:11]2[cH:12][c:13]([O:30][CH3:31])[c:14]([O:19][CH:20]3[CH2:21][CH2:22][C:23]4([O:24][CH2:25][CH2:26][O:27]4)[CH2:28][CH2:29]3)[cH:15][c:16]2[c:17]1=[O:18].